Dataset: the Open Reaction Database (ORD), a public repository of structured organic reaction records. Task: describe an organic reaction: reactants, conditions, products, and yield Reactants: C(C)(C)(C)OC(=O)N1C=CC=2C1=CN=CC2Br (4-bromo-pyrrolo[2,3-c]pyridine-1-carboxylic acid tert-butyl ester), COC(C1=CC(=C(C=C1)C#N)B1OC(C(O1)(C)C)(C)C)=O (4-cyano-3-(4,4,5,5-tetramethyl-[1,3,2]dioxaborolan-2-yl)-benzoic acid methyl ester). Product: C(C)(C)(C)OC(=O)N1C=CC=2C1=CN=CC2C2=C(C=CC(=C2)C(=O)OC)C#N (4-(2-cyano-5-methoxycarbonyl-phenyl)-pyrrolo[2,3-c]pyridine-1-carboxylic acid tert-butyl ester). RXN SMILES: [C:1]([O:5][C:6]([N:8]1[C:12]2=[CH:13][N:14]=[CH:15][C:16](Br)=[C:11]2[CH:10]=[CH:9]1)=[O:7])([CH3:4])([CH3:3])[CH3:2].[CH3:18][O:19][C:20](=[O:38])[C:21]1[CH:26]=[CH:25][C:24]([C:27]#[N:28])=[C:23](B2OC(C)(C)C(C)(C)O2)[CH:22]=1>>[C:1]([O:5][C:6]([N:8]1[C:12]2=[CH:13][N:14]=[CH:15][C:16]([C:23]3[CH:22]=[C:21]([C:20]([O:19][CH3:18])=[O:38])[CH:26]=[CH:25][C:24]=3[C:27]#[N:28])=[C:11]2[CH:10]=[CH:9]1)=[O:7])([CH3:4])([CH3:3])[CH3:2]. Reported procedure: Using 4-bromo-pyrrolo[2,3-c]pyridine-1-carboxylic acid tert-butyl ester (synthesized based on US 2005/0090529 A1, p82) (1 mol. eq.) and 4-cyano-3-(4,4,5,5-tetramethyl-[1,3,2]dioxaborolan-2-yl)-benzoic acid methyl ester (2.0 mol. eq.) a starting materials, the reaction was performed using General procedure L (Suzuki) to give 4-(2-cyano-5-methoxycarbonyl-phenyl)-pyrrolo[2,3-c]pyridine-1-carboxylic acid tert-butyl ester. MS(ESI) m/z 378.4 (M+H)+.